From a dataset of the Open Reaction Database (ORD), a public repository of structured organic reaction records. describe an organic reaction: reactants, conditions, products, and yield The reactants are C(C)(C)NCC=1NC(C2=C(N1)CCOC2)=O (2-((isopropylamino)methyl)-7,8-dihydro-3H-pyrano[4,3-d]pyrimidin-4(5H)-one), FC1=CC=C(C(=O)C2CCN(CC2)CC(=O)O)C=C1 (2-(4-(4-fluorobenzoyl)piperidin-1-yl)acetic acid), C25H31FN4O4. Product: FC1=CC=C(C(=O)C2CCN(CC2)CC(=O)N(CC=2NC(C3=C(N2)CCOC3)=O)C(C)C)C=C1 (2-(4-(4-Fluorobenzoyl)piperidin-1-yl)-N-isopropyl-N-((4-oxo-4,5,7,8-tetrahydro-3H-pyrano[4,3-d]pyrimidin-2-yl)methyl)acetamide). As a reaction SMILES: [CH:1]([NH:4][CH2:5][C:6]1[NH:7][C:8](=[O:16])[C:9]2[CH2:15][O:14][CH2:13][CH2:12][C:10]=2[N:11]=1)([CH3:3])[CH3:2].[F:17][C:18]1[CH:35]=[CH:34][C:21]([C:22]([CH:24]2[CH2:29][CH2:28][N:27]([CH2:30][C:31](O)=[O:32])[CH2:26][CH2:25]2)=[O:23])=[CH:20][CH:19]=1>>[F:17][C:18]1[CH:19]=[CH:20][C:21]([C:22]([CH:24]2[CH2:25][CH2:26][N:27]([CH2:30][C:31]([N:4]([CH:1]([CH3:3])[CH3:2])[CH2:5][C:6]3[NH:7][C:8](=[O:16])[C:9]4[CH2:15][O:14][CH2:13][CH2:12][C:10]=4[N:11]=3)=[O:32])[CH2:28][CH2:29]2)=[O:23])=[CH:34][CH:35]=1. Procedure: Following general procedure of Example 4, the title compound was prepared (26.4 mg) from 2-((isopropylamino)methyl)-7,8-dihydro-3H-pyrano[4,3-d]pyrimidin-4(5H)-one and 2-(4-(4-fluorobenzoyl)piperidin-1-yl)acetic acid. Exact mass calculated for C25H31FN4O4 470.5. found 471.6 (ESI, M+H); 1H NMR (400 MHz, dichloromethane-d2) δ ppm 7.91-8.18 (m, 2H) 7.19 (t, J=8.59 Hz, 2H) 4.53-4.69 (m, 2H) 4.50 (s, 1H) 4.24-4.43 (m, 1H) 4.19 (br. s., 1H) 3.86-4.08 (m, 3H) 3.80 (d, J=7.58 Hz, 1H) 3.58 (br. s., 2H) 3...